Task: describe an organic reaction: reactants, conditions, products, and yield. Dataset: the Open Reaction Database (ORD), a public repository of structured organic reaction records Reactants: FC(C(C(F)(F)F)(C(C(CC)(F)F)(F)F)O)F (2-difluoromethyl-1,1,1,3,3,4,4-heptafluoro-2-hexanol), CCC(C(CC)=O)=O (3,4-hexanedione). Yields the product FC(CC)(C(CC)(F)F)F (3,3,4,4-tetrafluorohexane). Reaction SMILES: F[CH:2](F)[C:3](O)([C:8]([F:15])([F:14])[C:9]([F:13])([F:12])[CH2:10][CH3:11])C(F)(F)F.CCC(=O)C(=O)CC>>[F:12][C:9]([F:13])([C:8]([F:15])([F:14])[CH2:3][CH3:2])[CH2:10][CH3:11]. Procedure details: As another example, 2-difluoromethyl-1,1,1,3,3,4,4-heptafluoro-2-hexanol may be prepared by fluorinating commercially available 3,4-hexanedione to form 3,3,4,4-tetrafluorohexane which may then be dehydrogenated to form 3,3,4,4-tetrafluoro-1-hexene. CF3 may then be added to the 3,3,4,4-tetrafluoro-1-hexene to form 2-trifluoromethyl-1,3,3,4,4-pentafluorohexane which may then be dehydrogenated to form 2-trifluoromethyl-1,3,3,4,4-pentafluoro-1-hexene. The 2-trifluoromethyl-1,3,3,4,4-pentafluoro-1-he...